This data is from the Open Reaction Database (ORD), a public repository of structured organic reaction records. The task is: describe an organic reaction: reactants, conditions, products, and yield Starting materials: BrC1=CC(=C(C=C1)S(=O)(=O)N1C[C@H](N(CC1)C(=O)OC(C)(C)C)C)C (1,1-dimethylethyl (2R)-4-[(4-bromo-2-methylphenyl)sulfonyl]-2-methyl-1-piperazinecarboxylate), CN(C)C=O (DMF). The reagents and catalysts are [C-]#N.[C-]#N.[Zn+2] (Zn(CN)2), C=1C=CC(=CC1)/C=C/C(=O)/C=C/C2=CC=CC=C2.C=1C=CC(=CC1)/C=C/C(=O)/C=C/C2=CC=CC=C2.C=1C=CC(=CC1)/C=C/C(=O)/C=C/C2=CC=CC=C2.[Pd].[Pd] (Pd2 (dba)3), C1=CC=C(C=C1)P([C-]2C=CC=C2)C3=CC=CC=C3.C1=CC=C(C=C1)P([C-]2C=CC=C2)C3=CC=CC=C3.[Fe+2] (DPPF). Conditions: temperature 120 celsius, time 1 hour. Product: C(#N)C1=CC(=C(C=C1)S(=O)(=O)N1C[C@H](N(CC1)C(=O)OC(C)(C)C)C)C (1,1-dimethylethyl (2R)-4-[(4-cyano-2-methylphenyl)sulfonyl]-2-methyl-1-piperazinecarboxylate). RXN SMILES: Br[C:2]1[CH:7]=[CH:6][C:5]([S:8]([N:11]2[CH2:16][CH2:15][N:14]([C:17]([O:19][C:20]([CH3:23])([CH3:22])[CH3:21])=[O:18])[C@H:13]([CH3:24])[CH2:12]2)(=[O:10])=[O:9])=[C:4]([CH3:25])[CH:3]=1.[CH3:26][N:27](C=O)C>[C-]#N.[C-]#N.[Zn+2].C1C=CC(/C=C/C(/C=C/C2C=CC=CC=2)=O)=CC=1.C1C=CC(/C=C/C(/C=C/C2C=CC=CC=2)=O)=CC=1.C1C=CC(/C=C/C(/C=C/C2C=CC=CC=2)=O)=CC=1.[Pd].[Pd].C1C=CC(P(C2C=CC=CC=2)[C-]2C=CC=C2)=CC=1.C1C=CC(P(C2C=CC=CC=2)[C-]2C=CC=C2)=CC=1.[Fe+2]>[C:26]([C:2]1[CH:7]=[CH:6][C:5]([S:8]([N:11]2[CH2:16][CH2:15][N:14]([C:17]([O:19][C:20]([CH3:22])([CH3:23])[CH3:21])=[O:18])[C@H:13]([CH3:24])[CH2:12]2)(=[O:9])=[O:10])=[C:4]([CH3:25])[CH:3]=1)#[N:27] |f:2.3.4,5.6.7.8.9,10.11.12|. Procedure: Ar was bubbled through a solution of 1,1-dimethylethyl (2R)-4-[(4-bromo-2-methylphenyl)sulfonyl]-2-methyl-1-piperazinecarboxylate (may be prepared as described in Description 18) (4.34 g, 10.0 mmol) in dry DMF (40 ml) for 30 min, then Zn(CN)2 (0.647 g, 5.51 mmol), Pd2 (dba)3 (0.275 g, 0.300 mmol) and DPPF (0.333 g, 0.601 mmol) were added and the resulting brown solution stirred at 120° C. under Ar for 1 h. The mixture was cooled to room temperature, concentrated under vacuum and the residue part... Starting materials: resultant mixture, C(C)OC(=O)CN1C(SC2=C1C=C(C(=C2)F)[N+](=O)[O-])=O (3-ethoxycarbonylmethyl-6-fluoro-5-nitro-2(3H)-benzothiazolone). Reagents/catalysts: [Fe] (iron). Run in C(C)(=O)O (acetic acid), C(C)(=O)OCC (ethyl acetate), C(C)(=O)O (acetic acid). Yields the product NC=1C(=CC2=C(N(C(S2)=O)CC(=O)OCC)C1)F (5-amino-3-ethoxycarbonylmethyl-6-fluoro-2(3H)-benzothiazolone). Isolated yield 71.7%. As a reaction SMILES: [CH2:1]([O:3][C:4]([CH2:6][N:7]1[C:11]2[CH:12]=[C:13]([N+:17]([O-])=O)[C:14]([F:16])=[CH:15][C:10]=2[S:9][C:8]1=[O:20])=[O:5])[CH3:2]>C(O)(=O)C.C(OCC)(=O)C.[Fe]>[NH2:17][C:13]1[C:14]([F:16])=[CH:15][C:10]2[S:9][C:8](=[O:20])[N:7]([CH2:6][C:4]([O:3][CH2:1][CH3:2])=[O:5])[C:11]=2[CH:12]=1. Procedure: Electrolytic iron powder (0.29 g) was suspended in 5% acetic acid (2 ml), and a solution of 3-ethoxycarbonylmethyl-6-fluoro-5-nitro-2(3H)-benzothiazolone (0.31 g) in acetic acid (1 ml) and ethyl acetate (1 ml) was dropwise added thereto while heating. The resultant mixture was heated under reflux for 3 hours. The reaction mixture was subjected to filtration with celite, and the filtrate was extracted with ethyl acetate. The extract was washed with water and sodium bicarbonate solution, dried and... The reactants are C1CCOC1, O=C1NC(=O)c2ccccc21, CCOC(=O)N=NC(=O)OCC, CC(C)(C)OC(=O)NCC(O)c1ccccc1, c1ccc(P(c2ccccc2)c2ccccc2)cc1. Yields the product CC(C)(C)OC(=O)NCC(c1ccccc1)N1C(=O)c2ccccc2C1=O. Reaction SMILES: [CH2:60]1[O:61][CH2:62][CH2:63][CH2:64]1.[O:18]=[C:19]1[NH:20][C:21](=[O:22])[c:23]2[cH:24][cH:25][cH:26][cH:27][c:28]21.[O:48]=[C:49]([O:50][CH2:51][CH3:52])[N:53]=[N:54][C:55]([O:56][CH2:57][CH3:58])=[O:59].[OH:1][CH:2]([CH2:3][NH:4][C:5]([O:6][C:7]([CH3:8])([CH3:9])[CH3:10])=[O:11])[c:12]1[cH:13][cH:14][cH:15][cH:16][cH:17]1.[c:29]1([P:30]([c:31]2[cH:32][cH:33][cH:34][cH:35][cH:36]2)[c:37]2[cH:38][cH:39][cH:40][cH:41][cH:42]2)[cH:43][cH:44][cH:45][cH:46][cH:47]1>>[CH:2]([CH2:3][NH:4][C:5]([O:6][C:7]([CH3:8])([CH3:9])[CH3:10])=[O:11])([c:12]1[cH:13][cH:14][cH:15][cH:16][cH:17]1)[N:20]1[C:19](=[O:18])[c:28]2[c:23]([cH:24][cH:25][cH:26][cH:27]2)[C:21]1=[O:22]. Starting materials: COc1cccc(N)c1, CC#N, FC(F)(F)c1ccnc(N2CCc3c(Cl)ncnc3C2)c1, I. Product: COc1cccc(Nc2ncnc3c2CCN(c2cc(C(F)(F)F)ccn2)C3)c1. RXN SMILES: [CH3:22][O:23][c:24]1[cH:25][c:26]([NH2:27])[cH:28][cH:29][cH:30]1.[CH3:31][C:32]#[N:33].[Cl:1][c:2]1[c:3]2[c:4]([n:5][cH:6][n:7]1)[CH2:8][N:9]([c:12]1[n:13][cH:14][cH:15][c:16]([C:18]([F:19])([F:20])[F:21])[cH:17]1)[CH2:10][CH2:11]2.[IH:34]>>[c:2]1([NH:27][c:26]2[cH:25][c:24]([O:23][CH3:22])[cH:30][cH:29][cH:28]2)[c:3]2[c:4]([n:5][cH:6][n:7]1)[CH2:8][N:9]([c:12]1[n:13][cH:14][cH:15][c:16]([C:18]([F:19])([F:20])[F:21])[cH:17]1)[CH2:10][CH2:11]2. The reactants are resultant mixture, NC1C(NC2=C(N(C1=O)CC(=O)N(C1=CC=C(C=C1)OC)C(C)C)C=CC=C2)=O (2-(3-Amino-2,4-dioxo-2,3,4,5-tetrahydro-benzo[b][1,4]-diazepin-1-yl)-N-isopropyl-N-(4-methoxyphenyl)-acetamide), N1C(=CC2=CC=CC=C12)C(=O)O (indole-2-carboxylic acid), ON1N=NC2=C1C=CC=C2 (N-hydroxybenzotriazole), Cl.CN(CCCN=C=NCC)C (1-(3-dimethylaminopropyl)-3-ethylcarbodiimide hydrochloride), CN(C)C=O (DMF). The solvent is C(C)(=O)OCC (ethyl acetate). The product is C(C)(C)C(N1C2=C(NC(C(C1=O)NC(=O)C=1NC3=CC=CC=C3C1)=O)C=CC=C2)(C(N)=O)C2=CC=C(C=C2)OC (1H-Indole-2-carboxylic acid {1-[isopropyl-(4-methoxyphenyl)-carbamoylmethyl]-2,4-dioxo-2,3,4,5-tetrahydro-1H-benzo[b][1,4]diazepin-3-yl}-amide). RXN SMILES: [NH2:1][CH:2]1[C:8](=[O:9])[N:7]([CH2:10][C:11]([N:13](C(C)C)C2C=CC(OC)=CC=2)=[O:12])[C:6]2[CH:25]=[CH:26][CH:27]=[CH:28][C:5]=2[NH:4][C:3]1=[O:29].[NH:30]1[C:38]2[C:33](=[CH:34][CH:35]=[CH:36][CH:37]=2)[CH:32]=[C:31]1[C:39]([OH:41])=O.ON1[C:47]2[CH:48]=[CH:49][CH:50]=[CH:51][C:46]=2N=N1.Cl.CN(C)[CH2:55][CH2:56][CH2:57]N=C=NCC.CN([CH:67]=[O:68])C>C(OCC)(=O)C>[CH:56]([C:10]([C:50]1[CH:49]=[CH:48][C:47]([O:68][CH3:67])=[CH:46][CH:51]=1)([C:11](=[O:12])[NH2:13])[N:7]1[C:8](=[O:9])[CH:2]([NH:1][C:39]([C:31]2[NH:30][C:38]3[C:33]([CH:32]=2)=[CH:34][CH:35]=[CH:36][CH:37]=3)=[O:41])[C:3](=[O:29])[NH:4][C:5]2[CH:28]=[CH:27][CH:26]=[CH:25][C:6]1=2)([CH3:57])[CH3:55] |f:3.4|. Procedure: To a solution of 2-(3-Amino-2,4-dioxo-2,3,4,5-tetrahydro-benzo[b][1,4]-diazepin-1-yl)-N-isopropyl-N-(4-methoxyphenyl)-acetamide (350 mg, 0.883 mmol) in DMF (10 mL) were added indole-2-carboxylic acid (142 mg, 0.883 mmol), N-hydroxybenzotriazole (119 mg, 0.883 mmol), and 1-(3-dimethylaminopropyl)-3-ethylcarbodiimide hydrochloride (169 mg, 0.883 mmol) successively with stirring. The resultant mixture was stirred at ambient temperature for 18 hours. The solvent was evaporated under reduced pressure... RXN SMILES: [CH3:1][O:2][C:3]([CH:4]([CH2:5][c:6]1[cH:7][c:8]([CH2:12][N:13]([CH2:14][c:15]2[cH:16][cH:17][c:18](-[n:21]3[n:22][cH:23][cH:24][cH:25]3)[cH:19][cH:20]2)[S:26](=[O:27])(=[O:28])[c:29]2[cH:30][cH:31][cH:32][cH:33][cH:34]2)[cH:9][cH:10][cH:11]1)[CH3:35])=[O:36].[CH3:37][OH:38]>>[O:2]=[C:3]([CH:4]([CH2:5][c:6]1[cH:7][c:8]([CH2:12][N:13]([CH2:14][c:15]2[cH:16][cH:17][c:18](-[n:21]3[n:22][cH:23][cH:24][cH:25]3)[cH:19][cH:20]2)[S:26](=[O:27])(=[O:28])[c:29]2[cH:30][cH:31][cH:32][cH:33][cH:34]2)[cH:9][cH:10][cH:11]1)[CH3:35])[OH:36]. The product is CC(Cc1cccc(CN(Cc2ccc(-n3cccn3)cc2)S(=O)(=O)c2ccccc2)c1)C(=O)O. Reactants: COC(=O)C(C)Cc1cccc(CN(Cc2ccc(-n3cccn3)cc2)S(=O)(=O)c2ccccc2)c1, CO. Reactants: O=C([O-])[O-], Cl, [K+], [K+], O, OCc1cccc(O)c1. Yields the product O=C(O)c1ccc(CO)cc1O. Reaction SMILES: [C:10]([O-:11])([O-:12])=[O:13].[ClH:16].[K+:14].[K+:15].[OH2:17].[OH:1][c:2]1[cH:3][c:4]([CH2:5][OH:6])[cH:7][cH:8][cH:9]1>>[OH:1][c:2]1[cH:3][c:4]([CH2:5][OH:6])[cH:7][cH:8][c:9]1[C:10](=[O:11])[OH:12].